This data is from the Open Reaction Database (ORD), a public repository of structured organic reaction records. The task is: describe an organic reaction: reactants, conditions, products, and yield Reactants: Nc1ccc2c(c1)COCC1CCCN21, CNC(=O)c1ccccc1Nc1nc(Cl)ncc1Cl. Yields the product CNC(=O)c1ccccc1Nc1nc(Nc2ccc3c(c2)COCC2CCCN32)ncc1Cl. As a reaction SMILES: [CH2:20]1[CH2:21][CH2:22][CH:23]2[CH2:24][O:25][CH2:26][c:27]3[c:28]([cH:30][cH:31][c:32]([NH2:34])[cH:33]3)[N:29]12.[Cl:1][c:2]1[n:3][cH:4][c:5]([Cl:19])[c:6]([NH:8][c:9]2[c:10]([C:11](=[O:12])[NH:13][CH3:14])[cH:15][cH:16][cH:17][cH:18]2)[n:7]1>>[c:2]1([NH:34][c:32]2[cH:31][cH:30][c:28]3[c:27]([cH:33]2)[CH2:26][O:25][CH2:24][CH:23]2[CH2:22][CH2:21][CH2:20][N:29]23)[n:3][cH:4][c:5]([Cl:19])[c:6]([NH:8][c:9]2[c:10]([C:11](=[O:12])[NH:13][CH3:14])[cH:15][cH:16][cH:17][cH:18]2)[n:7]1. Starting materials: BrC1=CC=C(C=C1)Br (1,4-dibromobenzene), aqueous solution, Cl (hydrochloric acid), C1(=CC=CC=C1)C1OC(=O)C2=CC=CC=C12 (3-phenylphthalide), C(CCC)[Li] (n-butyllithium). Reported procedure: Into a 200-cm3 Schlenk tube filled with argon, 5.0 g (2.12×10−2 mol) of 1,4-dibromobenzene was weighed. Into the Schlenk tube, 100 cm3 of dehydrated THF was poured, whereby a THF solution was prepared. After the THF solution was cooled to −50° C., 12.7 cm3 (1.9×10−2 mol) of a 1.5 mol/L hexane solution of n-butyllithium was added to the THF solution. The solution mixture was agitated for 1.5 hours while being cooled. To the resulting solution mixture, 4 g (1.9×10−2 mol) of 3-phenylphthalide was a... Run in C1CCOC1 (THF), C1CCOC1 (THF), C1CCOC1 (THF), C1CCOC1 (THF), CCCCCC (hexane). Yields the product BrC1(CC=CC=C1)C=1OC(=C2C=CC=CC12)C1=CC=CC=C1 (1-bromophenyl-3-phenylisobenzofuran). Conditions: time 1.5 hour. Yield: 69.7%. As a reaction SMILES: Br[C:2]1[CH:7]=[CH:6][C:5]([Br:8])=[CH:4][CH:3]=1.C([Li])CCC.[C:14]1([CH:20]2[C:29]3[C:24](=[CH:25][CH:26]=[CH:27][CH:28]=3)[C:22](=O)[O:21]2)[CH:19]=[CH:18][CH:17]=[CH:16][CH:15]=1.Cl>C1COCC1.CCCCCC>[Br:8][C:5]1([C:22]2[O:21][C:20]([C:14]3[CH:19]=[CH:18][CH:17]=[CH:16][CH:15]=3)=[C:29]3[C:24]=2[CH:25]=[CH:26][CH:27]=[CH:28]3)[CH:6]=[CH:7][CH:2]=[CH:3][CH2:4]1. Reactants: OC1(Cc2cc(Cl)ccc2F)CCN(Cc2ccccc2)C1, CN(C)C=O, Cc1ccccc1, [H-], [Na+], O. Yields the product Clc1ccc2c(c1)CC1(CCN(Cc3ccccc3)C1)O2. RXN SMILES: [CH2:3]([c:4]1[cH:5][cH:6][cH:7][cH:8][cH:9]1)[N:10]1[CH2:11][C:12]([OH:15])([CH2:16][c:17]2[c:18]([F:24])[cH:19][cH:20][c:21]([Cl:23])[cH:22]2)[CH2:13][CH2:14]1.[CH3:25][N:26]([CH3:27])[CH:28]=[O:29].[CH3:31][c:32]1[cH:33][cH:34][cH:35][cH:36][cH:37]1.[H-:1].[Na+:2].[OH2:30]>>[CH2:3]([c:4]1[cH:5][cH:6][cH:7][cH:8][cH:9]1)[N:10]1[CH2:11][C:12]2([CH2:13][CH2:14]1)[O:15][c:18]1[c:17]([cH:22][c:21]([Cl:23])[cH:20][cH:19]1)[CH2:16]2.